This data is from the Open Reaction Database (ORD), a public repository of structured organic reaction records. The task is: describe an organic reaction: reactants, conditions, products, and yield Starting materials: CC(=O)Cl, Cc1ccc(O)c(C(CCN(C(C)C)C(C)C)c2ccccc2)c1. The product is CC(=O)Oc1ccc(C)cc1C(CCN(C(C)C)C(C)C)c1ccccc1. Reaction SMILES: [C:25]([CH3:26])(=[O:27])[Cl:28].[CH3:1][CH:2]([CH3:3])[N:4]([CH2:5][CH2:6][CH:7]([c:8]1[cH:9][cH:10][cH:11][cH:12][cH:13]1)[c:14]1[cH:15][c:16]([CH3:17])[cH:18][cH:19][c:20]1[OH:21])[CH:22]([CH3:23])[CH3:24]>>[CH3:1][CH:2]([CH3:3])[N:4]([CH2:5][CH2:6][CH:7]([c:8]1[cH:9][cH:10][cH:11][cH:12][cH:13]1)[c:14]1[cH:15][c:16]([CH3:17])[cH:18][cH:19][c:20]1[O:21][C:25]([CH3:26])=[O:27])[CH:22]([CH3:23])[CH3:24]. Reactants: Cc1nc(-c2ccc(C(=O)O)s2)cs1, Cl, NC1C2CC3CC1CN(C3)C2. Yields the product Cl, Cc1nc(-c2ccc(C(=O)NC3C4CC5CC3CN(C5)C4)s2)cs1. As a reaction SMILES: [CH3:13][c:14]1[s:15][cH:16][c:17](-[c:19]2[cH:20][cH:21][c:22]([C:24](=[O:25])[OH:26])[s:23]2)[n:18]1.[ClH:1].[N:2]12[CH2:3][CH:4]3[CH:5]([NH2:12])[CH:6]([CH2:7][CH:8]([CH2:9]1)[CH2:10]3)[CH2:11]2>>[ClH:1].[N:2]12[CH2:3][CH:4]3[CH:5]([NH:12][C:24]([c:22]4[cH:21][cH:20][c:19](-[c:17]5[cH:16][s:15][c:14]([CH3:13])[n:18]5)[s:23]4)=[O:25])[CH:6]([CH2:7][CH:8]([CH2:9]1)[CH2:10]3)[CH2:11]2. The reactants are CC1=C(C(=O)OCC)C=CC(=N1)C(F)(F)F (ethyl 2-methyl-6-trifluoromethylnicotinate), BrN1C(CCC1=O)=O (N-bromosuccinimide), α,α-azaisobutyronitrile. Solvent: C(Cl)(Cl)(Cl)Cl (carbon tetrachloride). Run at temperature 15 celsius, time 3 hour. Product: BrCC1=C(C(=O)OCC)C=CC(=N1)C(F)(F)F (ethyl 2-bromomethyl-6-trifluoromethylnicotinate). Reaction SMILES: [CH3:1][C:2]1[N:12]=[C:11]([C:13]([F:16])([F:15])[F:14])[CH:10]=[CH:9][C:3]=1[C:4]([O:6][CH2:7][CH3:8])=[O:5].[Br:17]N1C(=O)CCC1=O>C(Cl)(Cl)(Cl)Cl>[Br:17][CH2:1][C:2]1[N:12]=[C:11]([C:13]([F:15])([F:16])[F:14])[CH:10]=[CH:9][C:3]=1[C:4]([O:6][CH2:7][CH3:8])=[O:5]. Procedure: 434.4 g (1.866 mol) of ethyl 2-methyl-6-trifluoromethylnicotinate (preparation similar to Heterocycles 129, 46, 1997) and 398.5 g (2.239 mol) of N-bromosuccinimide in 3500 ml of carbon tetrachloride in the presence of 30.6 g (0.1866 mol) of α,α-azaisobutyronitrile are heated at 75° C., with irradiation from a 150 Watt lamp. After 3 hours, the reaction is terminated, the mixture is cooled to 15° C. and precipitated succinimide is removed by filtration. After evaporation of the solvent, the residu... The reactants are OCCCCCCCCCCCC(=O)OC (methyl 12-hydroxydodecanate), N#N (N2), NCC(CN)O (1,3-diamino-2-propanol). The reagents and catalysts are C[O-].[Na+] (sodium methoxide). Run in C1CCOC1 (THF). Product: NCC(CNC(CCCCCCCCCCCO)=O)O (N-(3-amino-2-hydroxypropyl)-12-hydroxydodecanamide). Isolated yield 75.7%. RXN SMILES: [NH2:1][CH2:2][CH:3]([OH:6])[CH2:4][NH2:5].N#N.[OH:9][CH2:10][CH2:11][CH2:12][CH2:13][CH2:14][CH2:15][CH2:16][CH2:17][CH2:18][CH2:19][CH2:20][C:21](OC)=[O:22]>C[O-].[Na+].C1COCC1>[NH2:1][CH2:2][CH:3]([OH:6])[CH2:4][NH:5][C:10](=[O:9])[CH2:11][CH2:12][CH2:13][CH2:14][CH2:15][CH2:16][CH2:17][CH2:18][CH2:19][CH2:20][CH2:21][OH:22] |f:3.4|. Reported procedure: A 100-ml two-necked flask equipped with a stirrer and dropping funnel was charged with 9.39 g (104 mmol) of 1,3-diamino-2-propanol and 0.047 g (0.87 mmol) of sodium methoxide. While heating and stirring the contents at 80° C. in an N2 atmosphere, a THF solution of 4.00 g (17.4 mmol) of methyl 12-hydroxydodecanate was added dropwise over 2.5 hours. Precipitate formed was washed with water and recrystallized from ethyl acetate-methanol (4:1 v/v), thereby obtaining 3.80 g (yield: 75%) of the title ...